This data is from the Open Reaction Database (ORD), a public repository of structured organic reaction records. The task is: describe an organic reaction: reactants, conditions, products, and yield Reactants: ClCCCCC(=O)C1=C(C=C(C(=C1)[N+](=O)[O-])OC)OC (5-chloro-1-(2,4-dimethoxy-5-nitrophenyl)-1-pentanone). The reagents and catalysts are [Pd] (palladium on carbon). Run in C1CCOC1 (THF). Reaction conditions: time 3 hour. The product is ClCCCCC(=O)C1=C(C=C(C(=C1)N)OC)OC (5-chloro-1-(5-amino-2,4-dimethoxyphenyl)-1-pentanone). Isolated yield 72.9%. RXN SMILES: [Cl:1][CH2:2][CH2:3][CH2:4][CH2:5][C:6]([C:8]1[CH:13]=[C:12]([N+:14]([O-])=O)[C:11]([O:17][CH3:18])=[CH:10][C:9]=1[O:19][CH3:20])=[O:7]>[Pd].C1COCC1>[Cl:1][CH2:2][CH2:3][CH2:4][CH2:5][C:6]([C:8]1[CH:13]=[C:12]([NH2:14])[C:11]([O:17][CH3:18])=[CH:10][C:9]=1[O:19][CH3:20])=[O:7]. Procedure: A mixture of 5-chloro-1-(2,4-dimethoxy-5-nitrophenyl)-1-pentanone (2.9 g, 9.6 mmol), prepared as in Example 12, 10% palladium on carbon (650 mg) and THF (approximately 170 mL) was stirred 3 hours under a hydrogen atmosphere (15 psi). The mixture was filtered and concentrated and the residue was purified by column chromatography eluting with hexane/ethyl acetate (60:40) to give 5-chloro-1-(5-amino-2,4-dimethoxyphenyl)-1-pentanone (1.9 g, 7 mmol), m.p. 87°-88° C. Reactants: COC(=O)c1ccc(N(C)C(=O)CN(C)C(=O)C2CC(SC(C)=O)CN2C(=O)OC(C)(C)C)cc1, ClCCl, O=C(O)C(F)(F)F. Product: O=C(O)C(F)(F)F, COC(=O)c1ccc(N(C)C(=O)CN(C)C(=O)C2CC(SC(C)=O)CN2)cc1. As a reaction SMILES: [C:1]([O:2][C:3](=[O:4])[N:8]1[CH:9]([C:17]([N:18]([CH3:19])[CH2:20][C:21]([N:22]([CH3:23])[c:24]2[cH:25][cH:26][c:27]([C:30](=[O:31])[O:32][CH3:33])[cH:28][cH:29]2)=[O:34])=[O:35])[CH2:10][CH:11]([S:13][C:14]([CH3:15])=[O:16])[CH2:12]1)([CH3:5])([CH3:6])[CH3:7].[Cl:43][CH2:44][Cl:45].[F:36][C:37]([C:38](=[O:39])[OH:40])([F:41])[F:42]>>[F:36][C:37]([C:38](=[O:39])[OH:40])([F:41])[F:42].[NH:8]1[CH:9]([C:17]([N:18]([CH3:19])[CH2:20][C:21]([N:22]([CH3:23])[c:24]2[cH:25][cH:26][c:27]([C:30](=[O:31])[O:32][CH3:33])[cH:28][cH:29]2)=[O:34])=[O:35])[CH2:10][CH:11]([S:13][C:14]([CH3:15])=[O:16])[CH2:12]1. Starting materials: C=CC(=O)NC(C)(C)CS(=O)(=O)O, COCCOCCN(CCOCCOC)CCOCCOC. Yields the product C=CC(=O)NC(C)(C)CS(=O)(=O)O, [NH4+]. Reaction SMILES: [C:23]([CH:24]=[CH2:25])(=[O:26])[NH:27][C:28]([CH2:29][S:30](=[O:31])(=[O:32])[OH:33])([CH3:34])[CH3:35].[CH3:1][O:2][CH2:3][CH2:4][O:5][CH2:6][CH2:7][N:8]([CH2:9][CH2:10][O:11][CH2:12][CH2:13][O:14][CH3:15])[CH2:16][CH2:17][O:18][CH2:19][CH2:20][O:21][CH3:22]>>[C:23]([CH:24]=[CH2:25])(=[O:26])[NH:27][C:28]([CH2:29][S:30](=[O:31])(=[O:32])[OH:33])([CH3:34])[CH3:35].[NH4+:8]. Reactants: ClC1=C(C=C(C=C1)Cl)C1CC1 (1,4-dichloro-2-cyclopropylbenzene), C(CCC)C1=CC=C(C=C1)C#C (1-n-butyl-4-ethynylbenzene), C([O-])([O-])=O.[Cs+].[Cs+] (caesium carbonate), C1(CCCCC1)P(C1=C(C=CC=C1)C1=C(C=C(C=C1C(C)C)C(C)C)C(C)C)C1CCCCC1 (2-dicyclohexylphosphino-2′,4′,6′-triisopropylbiphenyl). Reagents/catalysts: CC#N.CC#N.Cl[Pd]Cl (bis(acetonitrile)palladium(II) chloride). Run in O (water), O1CCOCC1 (dioxane). Run at temperature 100 celsius. The product is C(CCC)C1=CC=C(C=C1)C#CC1=C(C=C(C=C1)C#CC1=CC=C(C=C1)CCCC)C1CC1 (1,4-Bis(2-(4-butylphenyl)ethynyl)-2-cyclopropylbenzene). Reaction SMILES: Cl[C:2]1[CH:7]=[CH:6][C:5](Cl)=[CH:4][C:3]=1[CH:9]1[CH2:11][CH2:10]1.[CH2:12]([C:16]1[CH:21]=[CH:20][C:19]([C:22]#[CH:23])=[CH:18][CH:17]=1)[CH2:13][CH2:14][CH3:15].C(=O)([O-])[O-].[Cs+].[Cs+].C1(P(C2CCCCC2)[C:37]2[CH:42]=[CH:41]C=C[C:38]=2[C:43]2[C:48](C(C)C)=[CH:47][C:46]([CH:52](C)[CH3:53])=[CH:45][C:44]=2C(C)C)CCCCC1>O1CCOCC1.CC#N.CC#N.Cl[Pd]Cl.O>[CH2:12]([C:16]1[CH:17]=[CH:18][C:19]([C:22]#[C:23][C:2]2[CH:7]=[CH:6][C:5]([C:53]#[C:52][C:46]3[CH:47]=[CH:48][C:43]([CH2:38][CH2:37][CH2:42][CH3:41])=[CH:44][CH:45]=3)=[CH:4][C:3]=2[CH:9]2[CH2:11][CH2:10]2)=[CH:20][CH:21]=1)[CH2:13][CH2:14][CH3:15] |f:2.3.4,7.8.9|. Procedure details: 5 g (26 mmol) of 1,4-dichloro-2-cyclopropylbenzene, 9.4 g (58 mmol) of 1-n-butyl-4-ethynylbenzene, 19 g (58 mmol) of caesium carbonate, 69 mg (0.3 mmol) of bis(acetonitrile)palladium(II) chloride and 382 mg (0.8 mmol) of 2-dicyclohexylphosphino-2′,4′,6′-triisopropylbiphenyl are dissolved in 80 ml of dioxane under nitrogen and heated at 100° C. overnight. 100 ml of water are added to the cooled solution, and the mixture is extracted twice with methyl t-butyl ether (100 ml). The combined organic p...